From a dataset of the Open Reaction Database (ORD), a public repository of structured organic reaction records. describe an organic reaction: reactants, conditions, products, and yield Reactants: Cl.ClC(=O)C1=CN(C2=CC=C(C=C12)C)C1=NC=CC2=CC=CC=C12 (3-chlorocarbonyl-1-(isoquinol-1-yl)-5-methyl-1H-indole hydrochloride), [Na] (sodium), CO (methanol), Cl.NC(=N)N (guanidine hydrochloride). The solvent is COCCOC (1,2-dimethoxyethane), COCCOC (1,2-dimethoxyethane). Reaction conditions: temperature 20 celsius, time 2 hour. The product is Cl.N(C(=N)N)C(=O)C1=CN(C2=CC=C(C=C12)C)C1=NC=CC2=CC=CC=C12 (3-guanidinocarbonyl-1-(isoquinol-1-yl)-5-methyl-1H-indole hydrochloride). Yield: 69.4%. Reaction SMILES: [Na].CO.Cl.[NH2:5][C:6]([NH2:8])=[NH:7].Cl.[Cl:10][C:11]([C:13]1[C:21]2[C:16](=[CH:17][CH:18]=[C:19]([CH3:22])[CH:20]=2)[N:15]([C:23]2[C:32]3[C:27](=[CH:28][CH:29]=[CH:30][CH:31]=3)[CH:26]=[CH:25][N:24]=2)[CH:14]=1)=[O:12]>COCCOC>[ClH:10].[NH:7]([C:11]([C:13]1[C:21]2[C:16](=[CH:17][CH:18]=[C:19]([CH3:22])[CH:20]=2)[N:15]([C:23]2[C:32]3[C:27](=[CH:28][CH:29]=[CH:30][CH:31]=3)[CH:26]=[CH:25][N:24]=2)[CH:14]=1)=[O:12])[C:6]([NH2:8])=[NH:5] |f:2.3,4.5,7.8,^1:0|. Reported procedure: 0.457 g (19.8 mmol) of sodium is added at 20° C. under an argon atmosphere to 60 cm3 of methanol. After complete dissolution, 1.79 g (18.75 mmol) of guanidine hydrochloride are added. After stirring at 20° C. for 2 hours, the reaction mixture is filtered under an argon atmosphere. The filtrate is concentrated to dryness under reduced pressure (2.7 kPa) to give a residue which is dissolved in 20 cm3 of 1,2-dimethoxyethane. 1.2 g of 3-chlorocarbonyl-1-(isoquinol-1-yl)-5-methyl-1H-indole hydrochlor... Starting materials: CC(C)(C)C[C@@H]1[C@]2([C@H]([C@@H](N1)C(=O)NC3CCC(CC3)O)C4=C(C(=CC=C4)Cl)F)C5=C(C=C(C=C5)Cl)NC2=O (MI-773). The solvent is CO.O (MeOH H2O). Reaction conditions: time 3 day. Yields the product CC(C)(C)C[C@H]1[C@@]2([C@H]([C@@H](N1)C(=O)NC3CCC(CC3)O)C4=C(C(=CC=C4)Cl)F)C5=C(C=C(C=C5)Cl)NC2=O (MI-77301). Yield: 26.0%. Reaction SMILES: [CH3:1][C:2]([CH2:5][C@H:6]1[NH:10][C@@H:9]([C:11]([NH:13][CH:14]2[CH2:19][CH2:18][CH:17]([OH:20])[CH2:16][CH2:15]2)=[O:12])[C@H:8]([C:21]2[CH:26]=[CH:25][CH:24]=[C:23]([Cl:27])[C:22]=2[F:28])[C@:7]21[C:37](=[O:38])[NH:36][C:30]1[CH:31]=[C:32]([Cl:35])[CH:33]=[CH:34][C:29]2=1)([CH3:4])[CH3:3]>CO.O>[CH3:4][C:2]([CH2:5][C@@H:6]1[NH:10][C@@H:9]([C:11]([NH:13][CH:14]2[CH2:15][CH2:16][CH:17]([OH:20])[CH2:18][CH2:19]2)=[O:12])[C@H:8]([C:21]2[CH:26]=[CH:25][CH:24]=[C:23]([Cl:27])[C:22]=2[F:28])[C@@:7]21[C:37](=[O:38])[NH:36][C:30]1[CH:31]=[C:32]([Cl:35])[CH:33]=[CH:34][C:29]2=1)([CH3:1])[CH3:3] |f:1.2|. Reported procedure: In an alternative procedure, MI-773 (77 mg) was dissolved in 15 mL MeOH/H2O (v/v=1:1). After 3 days, the needle crystals that had formed were collected, washed with cold MeOH/H2O (v/v=1:1) and dried in vacuum to give MI-77301 as the free amine (20 mg; >95% purity as determined by HPLC). Starting materials: B, C1CCOC1, C1CN2CCC1C1(CO1)C2. The product is O=C1CN2CCC1CC2. Reaction SMILES: [BH3:11].[O:12]1[CH2:13][CH2:14][CH2:15][CH2:16]1.[O:1]1[CH2:2][C:3]12[CH2:4][N:5]1[CH2:6][CH2:7][CH:8]2[CH2:9][CH2:10]1>>[O:1]=[C:3]1[CH2:4][N:5]2[CH2:6][CH2:7][CH:8]1[CH2:9][CH2:10]2. The reactants are COC(=O)C1=CC2=C(S1)SC(=C2)S(=O)(=O)N (5-Methoxycarbonylthieno[2,3-b]thiophene-2-sulfonamide), COCCOCCCN (3-(methoxyethoxy)propylamine). Yield: 64.7%. The product is COCCOCCCNC(=O)C1=CC2=C(S1)SC(=C2)S(=O)(=O)N (5-(N-methoxyethoxypropylcarbamoyl)thieno[2,3-b]thiophene-2-sulfonamide). The solvent is CO (methanol). RXN SMILES: CO[C:3]([C:5]1[S:9][C:8]2[S:10][C:11]([S:13]([NH2:16])(=[O:15])=[O:14])=[CH:12][C:7]=2[CH:6]=1)=[O:4].[CH3:17][O:18][CH2:19][CH2:20][O:21][CH2:22][CH2:23][CH2:24][NH2:25]>CO>[CH3:17][O:18][CH2:19][CH2:20][O:21][CH2:22][CH2:23][CH2:24][NH:25][C:3]([C:5]1[S:9][C:8]2[S:10][C:11]([S:13]([NH2:16])(=[O:14])=[O:15])=[CH:12][C:7]=2[CH:6]=1)=[O:4]. Reported procedure: 5-Methoxycarbonylthieno[2,3-b]thiophene-2-sulfonamide (0.55 g., 2 mmoles) and 3-(methoxyethoxy)propylamine (0.80 g., 6 mmoles) were refluxed in methanol (5 mL) for 96 hours. The solution was cooled and evaporated in vacuo to remove most of the methanol. Ether was added and the resulting product was recrystallized from 1,2-dichloroethane to give 0.49 g of 5-(N-methoxyethoxypropylcarbamoyl)thieno[2,3-b]thiophene-2-sulfonamide, m.p. 154°-155° C.